This data is from the Open Reaction Database (ORD), a public repository of structured organic reaction records. The task is: describe an organic reaction: reactants, conditions, products, and yield The reactants are BrC1=CN(C2=C1C=NC(=C2)C(=O)OCC)CCCOC (ethyl 3-bromo-1-(3-methoxypropyl)-1H-pyrrolo[3,2-c]pyridine-6-carboxylate), C([O-])([O-])=O.[Cs+].[Cs+] (cesium carbonate), C1(CCCCC1)P(C1=C(C=CC=C1)C1=C(C=C(C=C1C(C)C)C(C)C)C(C)C)C1CCCCC1 (2-dicyclohexylphosphino-2′,4′,6′-triisopropyl-1,1′-biphenyl). The reagents and catalysts are C=1C=CC(=CC1)/C=C/C(=O)/C=C/C2=CC=CC=C2.C=1C=CC(=CC1)/C=C/C(=O)/C=C/C2=CC=CC=C2.C=1C=CC(=CC1)/C=C/C(=O)/C=C/C2=CC=CC=C2.[Pd].[Pd] (tris(dibenzylideneacetone)dipalladium). The solvent is O1CCOCC1 (1,4-dioxane). Conditions: temperature 100 celsius, time 1 hour. Yields the product COCCCN1C=C(C=2C=NC(=CC21)C(=O)OCC)C=C (ethyl 1-(3-methoxypropyl)-3-vinyl-1H-pyrrolo[3,2-c]pyridine-6-carboxylate). The yield is 348.4%. Reaction SMILES: Br[C:2]1[C:6]2[CH:7]=[N:8][C:9]([C:11]([O:13][CH2:14][CH3:15])=[O:12])=[CH:10][C:5]=2[N:4]([CH2:16][CH2:17][CH2:18][O:19][CH3:20])[CH:3]=1.C(=O)([O-])[O-].[Cs+].[Cs+].[CH:27]1(P(C2CCCCC2)C2C=CC=CC=2C2C(C(C)C)=CC(C(C)C)=CC=2C(C)C)CCCC[CH2:28]1>O1CCOCC1.C1C=CC(/C=C/C(/C=C/C2C=CC=CC=2)=O)=CC=1.C1C=CC(/C=C/C(/C=C/C2C=CC=CC=2)=O)=CC=1.C1C=CC(/C=C/C(/C=C/C2C=CC=CC=2)=O)=CC=1.[Pd].[Pd]>[CH3:20][O:19][CH2:18][CH2:17][CH2:16][N:4]1[C:5]2[CH:10]=[C:9]([C:11]([O:13][CH2:14][CH3:15])=[O:12])[N:8]=[CH:7][C:6]=2[C:2]([CH:27]=[CH2:28])=[CH:3]1 |f:1.2.3,6.7.8.9.10|. Procedure: To a solution of ethyl 3-bromo-1-(3-methoxypropyl)-1H-pyrrolo[3,2-c]pyridine-6-carboxylate (200 mg) in 1,4-dioxane (2 mL) were added trivinylboroxine pyridine complex (141 mg), cesium carbonate (573 mg), 2-dicyclohexylphosphino-2′,4′,6′-triisopropyl-1,1′-biphenyl (X-Phos) (56 mg) and tris(dibenzylideneacetone)dipalladium (27 mg) under argon, and the mixture was stirred at 100° C. for 1 hour. The reaction solution was cooled, and then thereto was washed with saturated saline, dried over sodium su... The reactants are C(CCCCCCCCCCC)(=O)OCCCC1=COC(=C1)[Si](C)(C)C (3-(5-trimethylsilyl-3-furyl)propyl dodecanoate), C1=C2C(=C(C(=C1I)O)I)OC3=C(C(=C(C=C3C24C5=C(C(=C(C(=C5Cl)Cl)Cl)Cl)C(=O)O4)I)O)I (Rose Bengal), O=O (singlet oxygen). The solvent is O1CCCC1 (tetrahydrofuran). Yields the product C(CCCCCCCCCCC)(=O)OCCCC=1C(OC(C1)O)=O (3-Dodecanoyloxypropy-5-hydroxy-2(5H)-furanone). Reaction SMILES: [C:1]([O:14]CCCC1C=C([Si](C)(C)C)OC=1)(=[O:13])[CH2:2][CH2:3][CH2:4][CH2:5][CH2:6][CH2:7][CH2:8][CH2:9][CH2:10][CH2:11][CH3:12].C1C(I)=C(O)C(I)=C2OC3C([C:43]4([O:56][C:54](=[O:55])[C:45]5C(Cl)=[C:47](Cl)[C:48](Cl)=[C:49](Cl)[C:44]4=5)C=12)=CC(I)=C(O)C=3I.[O:60]=O>O1CCCC1>[C:1]([O:14][CH2:47][CH2:48][CH2:49][C:44]1[C:43](=[O:60])[O:56][CH:54]([OH:55])[CH:45]=1)(=[O:13])[CH2:2][CH2:3][CH2:4][CH2:5][CH2:6][CH2:7][CH2:8][CH2:9][CH2:10][CH2:11][CH3:12]. Reported procedure: A mixture of 3-(5-trimethylsilyl-3-furyl)propyl dodecanoate (105 mg, 0.27 mmol) and Rose Bengal (5 mg) in tetrahydrofuran (6 ml) was exposed to singlet oxygen for 2.5 hours at -78 degrees. The residue, after solvent removal, was purified by preparative thin layer chromatography (TLC) (20×20 cm, 500u silica plate; developed with 60% ethyl ether/petroleum ether). The title ester was obtained as an off-white solid. Reactants: CC(C)(C)[O-], COC(=O)c1ccc(O)cc1, CS(C)=O, O=[N+]([O-])c1cc(F)cc(F)c1, [K+], O. Product: COC(=O)c1ccc(Oc2cc(F)cc([N+](=O)[O-])c2)cc1. RXN SMILES: [CH3:12][C:13]([CH3:14])([O-:15])[CH3:16].[CH3:1][O:2][C:3]([c:4]1[cH:5][cH:6][c:7]([OH:10])[cH:8][cH:9]1)=[O:11].[CH3:29][S:30]([CH3:31])=[O:32].[F:18][c:19]1[cH:20][c:21]([F:28])[cH:22][c:23]([N+:25](=[O:26])[O-:27])[cH:24]1.[K+:17].[OH2:33]>>[CH3:1][O:2][C:3]([c:4]1[cH:5][cH:6][c:7]([O:10][c:21]2[cH:20][c:19]([F:18])[cH:24][c:23]([N+:25](=[O:26])[O-:27])[cH:22]2)[cH:8][cH:9]1)=[O:11]. Starting materials: ClC=1C=CC(=C(C(=O)C2=C(C=CC=C2)C(F)(F)F)C1)O (5-Chloro-2-hydroxy-2'-(trifluoromethyl)benzophenone), BrC1=C(C=CC(=C1)Cl)OCOCCOC (2-bromo-4-chloro-(2-methyoxyethoxy)methoxybenzene), FC(C1=C(C=O)C=CC=C1)(F)F (ortho-(trifluoromethyl)benzaldehyde). Yields the product C(C)OC(=O)C=1C(OC2=C(C1C1=C(C=CC=C1)C(F)(F)F)C=C(C=C2)Cl)=O (6-chloro-2-oxo-4-[2-(trifluoromethyl)phenyl)-2H-1-benzopyran-3-carboxylic acid ethyl ester). As a reaction SMILES: [Cl:1][C:2]1[CH:3]=[CH:4][C:5]([OH:20])=[C:6]([CH:19]=1)[C:7]([C:9]1[CH:14]=[CH:13][CH:12]=[CH:11][C:10]=1[C:15]([F:18])([F:17])[F:16])=O.BrC1C=C(Cl)C=CC=1[O:29][CH2:30][O:31][CH2:32][CH2:33]OC.FC(F)(F)C1C=CC=C[C:39]=1[CH:40]=[O:41]>>[CH2:32]([O:31][C:30]([C:39]1[C:40](=[O:41])[O:20][C:5]2[CH:4]=[CH:3][C:2]([Cl:1])=[CH:19][C:6]=2[C:7]=1[C:9]1[CH:14]=[CH:13][CH:12]=[CH:11][C:10]=1[C:15]([F:18])([F:17])[F:16])=[O:29])[CH3:33]. Reported procedure: 5-Chloro-2-hydroxy-2'-(trifluoromethyl)benzophenone [prepared from 2-bromo-4-chloro-(2-methyoxyethoxy)methoxybenzene and ortho-(trifluoromethyl)benzaldehyde as the starting materials: melting point, 71°-72° C. (recrystallized from hexane-isopropyl ether)] was reacted by a method similar to Process 1 of Reference Example 25 to yield 6-chloro-2-oxo-4-[2-(trifluoromethyl)phenyl)-2H-1-benzopyran-3-carboxylic acid ethyl ester as an oily substance. The reactants are N1CCCCC1 (Piperidine), ClCCCC(=O)N1C(CCCC1)CCO (4-chloro-1-[2-(2-hydroxyethyl)piperidino]-1-butanone). Run at time 3.5 hour. The product is OCCC1N(CCCC1)C(CCCN1CCCCC1)=O (1-(2-(2-Hydroxyethyl)piperidino]-4-piperidino-1-butanone). As a reaction SMILES: [NH:1]1[CH2:6][CH2:5][CH2:4][CH2:3][CH2:2]1.Cl[CH2:8][CH2:9][CH2:10][C:11]([N:13]1[CH2:18][CH2:17][CH2:16][CH2:15][CH:14]1[CH2:19][CH2:20][OH:21])=[O:12]>>[OH:21][CH2:20][CH2:19][CH:14]1[CH2:15][CH2:16][CH2:17][CH2:18][N:13]1[C:11](=[O:12])[CH2:10][CH2:9][CH2:8][N:1]1[CH2:6][CH2:5][CH2:4][CH2:3][CH2:2]1. Procedure: Piperidine (0.83 ml) was added to the crude (0.975 g) of 4-chloro-1-[2-(2-hydroxyethyl)piperidino]-1-butanone. After being stirred for 3.5 hours at 70~80° C., the reaction mixture was concentrated, thereby yielding a crude (1.097 g) of the entitled compound as light yellow syrup. Starting materials: C(C=C)N1C[C@@H](N(C[C@H]1C)[C@H](C=1C=C(C=CC1)O)C1=CSC=C1)C ((±)-3-((R*)-((2S*,5R*)-4-Allyl-2,5-dimethyl-1-piperazinyl)(3-thienyl)methyl)phenol), C1(=CC=C(C=C1)C(=O)[C@]([C@](C(=O)O)(O)C(=O)C1=CC=C(C=C1)C)(O)C(=O)O)C ((-)-di-p-toluoyl-L-tartaric acid). Run in C(C)O (ethanol). The product is C(C=C)N1C[C@H](N(C[C@@H]1C)[C@@H](C=1C=C(C=CC1)O)C1=CSC=C1)C ((-)-3-((S)-((2R,5S)-4-allyl-2,5-dimethyl-1-piperazinyl)(3-thienyl)methyl)phenol). Yield: 7.7%. As a reaction SMILES: [CH2:1]([N:4]1[C@H:9]([CH3:10])[CH2:8][N:7]([C@@H:11]([C:19]2[CH:23]=[CH:22][S:21][CH:20]=2)[C:12]2[CH:13]=[C:14]([OH:18])[CH:15]=[CH:16][CH:17]=2)[C@@H:6]([CH3:24])[CH2:5]1)[CH:2]=[CH2:3].C1(C)C=CC(C([C@@](C(O)=O)(O)[C@@](C(C2C=CC(C)=CC=2)=O)(O)C(O)=O)=O)=CC=1>C(O)C>[CH2:1]([N:4]1[C@@H:9]([CH3:10])[CH2:8][N:7]([C@H:11]([C:19]2[CH:23]=[CH:22][S:21][CH:20]=2)[C:12]2[CH:13]=[C:14]([OH:18])[CH:15]=[CH:16][CH:17]=2)[C@H:6]([CH3:24])[CH2:5]1)[CH:2]=[CH2:3]. Procedure: (±)-3-((R*)-((2S*,5R*)-4-Allyl-2,5-dimethyl-1-piperazinyl)(3-thienyl)methyl)phenol (2.74 g, 8.0 mmol, Example 63) was added to a solution of 6.18 g (16 mmol) of (-)-di-p-toluoyl-L-tartaric acid in 20 mL of absolute ethanol. The mixture was warmed to complete solution, cooled and allowed to crystallize at room temperature. After four recrystallizations, the salt was dissolved in 20 mL of 1N aqueous sodium hydroxide, and the solution was titrated to pH 8 with 6N hydrochloric acid. The precipitated...